Dataset: the Open Reaction Database (ORD), a public repository of structured organic reaction records. Task: describe an organic reaction: reactants, conditions, products, and yield Reactants: C(C)(=O)N1CC(C2=CC=C(C=C12)NC(C1=C(N=CC=C1)F)=O)(C)C (N-(1-acetyl-3,3-dimethyl-2,3-dihydro-1H-indol-6-yl)-2-fluoro-nicotinamide), Cl.Cl.N1CCC=2C1=NC=CC2CN (C-(2,3-dihydro-1H-pyrrolo[2,3-b]pyridin-4-yl)-methylamine dihydrochloride). Product: C(C)(=O)N1CC(C2=CC=C(C=C12)NC(C1=C(N=CC=C1)NCC1=C2C(=NC=C1)NCC2)=O)(C)C (N-(1-Acetyl-3,3-dimethyl-2,3-dihydro-1H-indol-6-yl)-2-[(2,3-dihydro-1H-pyrrolo[2,3-b]pyridin-4-ylmethyl)amino]nicotinamide). RXN SMILES: [C:1]([N:4]1[C:12]2[C:7](=[CH:8][CH:9]=[C:10]([NH:13][C:14](=[O:22])[C:15]3[CH:20]=[CH:19][CH:18]=[N:17][C:16]=3F)[CH:11]=2)[C:6]([CH3:24])([CH3:23])[CH2:5]1)(=[O:3])[CH3:2].Cl.Cl.[NH:27]1[C:31]2=[N:32][CH:33]=[CH:34][C:35]([CH2:36][NH2:37])=[C:30]2[CH2:29][CH2:28]1>>[C:1]([N:4]1[C:12]2[C:7](=[CH:8][CH:9]=[C:10]([NH:13][C:14](=[O:22])[C:15]3[CH:20]=[CH:19][CH:18]=[N:17][C:16]=3[NH:37][CH2:36][C:35]3[CH:34]=[CH:33][N:32]=[C:31]4[NH:27][CH2:28][CH2:29][C:30]=34)[CH:11]=2)[C:6]([CH3:24])([CH3:23])[CH2:5]1)(=[O:3])[CH3:2] |f:1.2.3|. Reported procedure: The titled compound was prepared from N-(1-acetyl-3,3-dimethyl-2,3-dihydro-1H-indol-6-yl)-2-fluoro-nicotinamide and C-(2,3-dihydro-1H-pyrrolo[2,3-b]pyridin-4-yl)-methylamine dihydrochloride by the method described in Step A of Example 1. MS (ES+): 457 (M+H). Calc'd. for C26H28N6O2—456.55. Starting materials: CC(C)(C)OC(=O)Nc1cccc([N+](=O)[O-])c1OCc1ccccc1, O=C([O-])O, CO, [Na+], O, Cc1ccc(S(=O)(=O)O)cc1. The product is Nc1cccc([N+](=O)[O-])c1OCc1ccccc1. As a reaction SMILES: [C:1]([O:2][C:3](=[O:4])[NH:8][c:9]1[c:10]([O:18][CH2:19][c:20]2[cH:21][cH:22][cH:23][cH:24][cH:25]2)[c:11]([N+:15](=[O:16])[O-:17])[cH:12][cH:13][cH:14]1)([CH3:5])([CH3:6])[CH3:7].[C:38](=[O:39])([OH:40])[O-:41].[CH3:43][OH:44].[Na+:42].[OH2:26].[c:27]1([CH3:28])[cH:29][cH:30][c:31]([S:32]([OH:33])(=[O:34])=[O:35])[cH:36][cH:37]1>>[NH2:8][c:9]1[c:10]([O:18][CH2:19][c:20]2[cH:21][cH:22][cH:23][cH:24][cH:25]2)[c:11]([N+:15](=[O:16])[O-:17])[cH:12][cH:13][cH:14]1. Reactants: C1(=CC=CC=C1)C=1CCN(CC1)CCC#CC1=CC=C(C=N1)N (6-[4-(3,6-Dihydro-4-phenyl-1(2H)-pyridinyl)-1-butynyl]-3-pyridinamine), S1C(=CC=C1)C(=O)Cl (2-thiophenecarbonyl chloride), O (water). Product: C1(=CC=CC=C1)C=1CCN(CC1)CCC#CC1=CC=C(C=N1)NC(=O)C=1SC=CC1 (N-[6-[4-(3,6-Dihydro-4-phenyl-1(2H)-pyridinyl)-1-butynyl]-3-pyridinyl]-2-thiophenecarboxamide). RXN SMILES: [C:1]1([C:7]2[CH2:8][CH2:9][N:10]([CH2:13][CH2:14][C:15]#[C:16][C:17]3[N:22]=[CH:21][C:20]([NH2:23])=[CH:19][CH:18]=3)[CH2:11][CH:12]=2)[CH:6]=[CH:5][CH:4]=[CH:3][CH:2]=1.[S:24]1[CH:28]=[CH:27][CH:26]=[C:25]1[C:29](Cl)=[O:30].O>>[C:1]1([C:7]2[CH2:12][CH2:11][N:10]([CH2:13][CH2:14][C:15]#[C:16][C:17]3[N:22]=[CH:21][C:20]([NH:23][C:29]([C:25]4[S:24][CH:28]=[CH:27][CH:26]=4)=[O:30])=[CH:19][CH:18]=3)[CH2:9][CH:8]=2)[CH:2]=[CH:3][CH:4]=[CH:5][CH:6]=1. Procedure: The title compound is prepared from 6-[4-(3,6-Dihydro-4-phenyl-1(2H)-pyridinyl)-1-butynyl]-3-pyridinamine (Example 20) and 2-thiophenecarbonyl chloride, containing 0.3 mol of water; mp 187°-188° C. As a reaction SMILES: [NH2:1][C:2]1[C:7]2[N:8]([CH3:12])[C:9](=[O:11])[NH:10][C:6]=2[CH:5]=[CH:4][CH:3]=1.[CH3:13][C:14](=O)[CH2:15][CH2:16][C:17](=O)[CH3:18].C(=O)([O-])O.[Na+]>C(O)(=O)C>[CH3:18][C:17]1[N:1]([C:2]2[C:7]3[N:8]([CH3:12])[C:9](=[O:11])[NH:10][C:6]=3[CH:5]=[CH:4][CH:3]=2)[C:14]([CH3:13])=[CH:15][CH:16]=1 |f:2.3|. Run at temperature 90 celsius, time 1 hour. Solvent: C(C)(=O)O (acetic acid). The yield is 68.1%. Yields the product CC=1N(C(=CC1)C)C1=CC=CC2=C1N(C(N2)=O)C (7-(2,5-Dimethyl-1H-pyrrol-1-yl)-1-methyl-1,3-dihydro-2H-benzimidazol-2-one). Starting materials: CC(CCC(C)=O)=O (2,5-hexanedione), NC1=CC=CC2=C1N(C(N2)=O)C (7-amino-1-methyl-1,3-dihydro-2H-benzimidazol-2-one), C(O)([O-])=O.[Na+] (sodium hydrogen carbonate). Reported procedure: To a suspension of 257 mg (1.57 mmol) of 7-amino-1-methyl-1,3-dihydro-2H-benzimidazol-2-one in 2 mL of acetic acid was added 0.18 mL (1.57 mmol) of 2,5-hexanedione, the mixture was stirred at 90° C. for 1 hour. After cooling, the reaction mixture was neutralized by saturated aqueous sodium hydrogen carbonate and extracted with ethyl acetate (X2). The combined organic layer was washed with brine (X1), dried over sodium sulfate and concentrated in vacuo. The residue was purified by silica gel colu... The reactants are C(=O)([O-])[O-].[Na+].[Na+] (Na2CO3), BrC=1SC=CN1 (2-bromothiazole), CC1(OB(OC1(C)C)C1=CC=C(OCC(=O)OC(C)(C)C)C=C1)C (tert-butyl 2-(4-(4,4,5,5-tetramethyl-1,3,2-dioxaborolan-2-yl)phenoxy)acetate), [Cl-].[K+] (KCl). The reagents and catalysts are C=1C=CC(=CC1)[P](C=2C=CC=CC2)(C=3C=CC=CC3)[Pd]([P](C=4C=CC=CC4)(C=5C=CC=CC5)C=6C=CC=CC6)([P](C=7C=CC=CC7)(C=8C=CC=CC8)C=9C=CC=CC9)[P](C=1C=CC=CC1)(C=1C=CC=CC1)C=1C=CC=CC1 (tetrakis(triphenylphosphine)palladium). The solvent is CCO (EtOH), C1(=CC=CC=C1)C (toluene). Run at temperature 100 celsius. Product: S1C(=NC=C1)C1=CC=C(OCC(=O)OC(C)(C)C)C=C1 (tert-butyl 2-(4-(thiazol-2-yl)phenoxy)acetate). Isolated yield 95.0%. RXN SMILES: Br[C:2]1[S:3][CH:4]=[CH:5][N:6]=1.CC1(C)C(C)(C)OB([C:15]2[CH:29]=[CH:28][C:18]([O:19][CH2:20][C:21]([O:23][C:24]([CH3:27])([CH3:26])[CH3:25])=[O:22])=[CH:17][CH:16]=2)O1.[Cl-].[K+].C([O-])([O-])=O.[Na+].[Na+]>C1C=CC([P]([Pd]([P](C2C=CC=CC=2)(C2C=CC=CC=2)C2C=CC=CC=2)([P](C2C=CC=CC=2)(C2C=CC=CC=2)C2C=CC=CC=2)[P](C2C=CC=CC=2)(C2C=CC=CC=2)C2C=CC=CC=2)(C2C=CC=CC=2)C2C=CC=CC=2)=CC=1.CCO.C1(C)C=CC=CC=1>[S:3]1[CH:4]=[CH:5][N:6]=[C:2]1[C:15]1[CH:29]=[CH:28][C:18]([O:19][CH2:20][C:21]([O:23][C:24]([CH3:25])([CH3:26])[CH3:27])=[O:22])=[CH:17][CH:16]=1 |f:2.3,4.5.6,^1:42,44,63,82|. Reported procedure: To a solution of 2-bromothiazole (265 μL, 2.97 mmol), tert-butyl 2-(4-(4,4,5,5-tetramethyl-1,3,2-dioxaborolan-2-yl)phenoxy)acetate (1.19 g, 3.56 mmol), KCl (664.7 mg, 8.91 mmol) in a 4:1 mixture of toluene (20 mL)/EtOH (5 mL) was added an aqueous solution of Na2CO3 2M (11.8 mL). The flask was evacuated and re-filled with nitrogen three times and then, tetrakis(triphenylphosphine)palladium (0) (346.2 mg, 0.30 mmol) was added. The reaction mixture was heated to 100° C. for 4 h. When the reaction w... Starting materials: ClC1=C(C(=CC=C1)Cl)CS(=O)(=O)C=1C=C2/C(/C(NC2=CC1)=O)=C/C1=C(C(=C(N1)C)C(=O)O)C (5-[5-(2,6-dichloro-phenylmethanesulfonyl)-2-oxo-1,2-dihydro-indol-(3Z)-ylidenemethyl]-2,4-dimethyl-1H-pyrrole-3-carboxylic acid), FC(CNCN)(F)F (N-(2,2,2-trifluoro-ethyl)-methanediamine), C=1C=CC2=C(C1)N=NN2O (HOBt), CCN=C=NCCCN(C)C (EDAC), TEA. The solvent is CN(C)C=O (DMF). Conditions: time 48 hour. The product is FC(CNCCNC(=O)C1=C(NC(=C1C)\C=C\1/C(NC2=CC=C(C=C12)S(=O)(=O)CC1=C(C=CC=C1Cl)Cl)=O)C)(F)F (5-[5-(2,6-Dichloro-phenylmethanesulfonyl)-2-oxo-1,2-dihydro-indol-(3Z)-ylidenemethyl]-2,4-dimethyl-1H-pyrrole-3-carboxylic acid [2-(2,2,2-Trifluoro-ethylamino)-ethyl]-amide). The yield is 68.6%. RXN SMILES: [Cl:1][C:2]1[CH:7]=[CH:6][CH:5]=[C:4]([Cl:8])[C:3]=1[CH2:9][S:10]([C:13]1[CH:14]=[C:15]2[C:19](=[CH:20][CH:21]=1)[NH:18][C:17](=[O:22])/[C:16]/2=[CH:23]\[C:24]1[NH:28][C:27]([CH3:29])=[C:26]([C:30]([OH:32])=O)[C:25]=1[CH3:33])(=[O:12])=[O:11].[F:34][C:35]([F:41])([F:40])[CH2:36][NH:37][CH2:38]N.C1C=CC2N(O)N=[N:48][C:46]=2C=1.CCN=C=NCCCN(C)C>CN(C=O)C>[F:34][C:35]([F:41])([F:40])[CH2:36][NH:37][CH2:38][CH2:46][NH:48][C:30]([C:26]1[C:25]([CH3:33])=[C:24](/[CH:23]=[C:16]2\[C:17](=[O:22])[NH:18][C:19]3[C:15]\2=[CH:14][C:13]([S:10]([CH2:9][C:3]2[C:2]([Cl:1])=[CH:7][CH:6]=[CH:5][C:4]=2[Cl:8])(=[O:11])=[O:12])=[CH:21][CH:20]=3)[NH:28][C:27]=1[CH3:29])=[O:32]. Procedure: A mixture of 5-[5-(2,6-dichloro-phenylmethanesulfonyl)-2-oxo-1,2-dihydro-indol-(3Z)-ylidenemethyl]-2,4-dimethyl-1H-pyrrole-3-carboxylic acid (95 mg, 0.19 mmol), N-(2,2,2-trifluoro-ethyl)-methanediamine (59 mg, 0.41 mmol), HOBt (41 mg, 0.3 mmol), EDAC (59 mg, 0.31 mmol) and TEA (0.06 mL) in DMF (3 mL) was stirred at rt for 48 hours. The reaction was concentrated, diluted with sodium bicarbonate and extracted with DCM (2×). The combined DCM was washed with brine, dried and concentrated. The residu... Starting materials: CC1(OC(C2(CC2)C(O1)=O)=O)C (6,6-dimethyl-5,7-dioxaspiro[2.5]octane-4,8-dione), NC1=CC=C(C=C1)C(C)=O (1-(4-aminophenyl) ethanone). Solvent: C(C)O (ethanol). Yields the product C(C)(=O)C1=CC=C(C=C1)N1C(C(CC1)C(=O)O)=O (1-(4-acetylphenyl)-2-oxopyrrolidine-3-carboxylic acid). Isolated yield 104.3%. Reaction SMILES: CC1(C)[O:9][C:8](=[O:10])[C:5]2([CH2:7][CH2:6]2)[C:4](=[O:11])O1.[NH2:13][C:14]1[CH:19]=[CH:18][C:17]([C:20](=[O:22])[CH3:21])=[CH:16][CH:15]=1>C(O)C>[C:20]([C:17]1[CH:18]=[CH:19][C:14]([N:13]2[CH2:6][CH2:7][CH:5]([C:8]([OH:9])=[O:10])[C:4]2=[O:11])=[CH:15][CH:16]=1)(=[O:22])[CH3:21]. Procedure: This compound was prepared according to general method 1 starting from 6,6-dimethyl-5,7-dioxaspiro[2.5]octane-4,8-dione (0.500 g, 2.94 mmol) and 1-(4-aminophenyl) ethanone (1.19 g, 1.19 mmol) in ethanol (3 mL). 1-(4-acetylphenyl)-2-oxopyrrolidine-3-carboxylic acid 0.307 g (42%) was obtained as a bright yellow solid.